Dataset: the Open Reaction Database (ORD), a public repository of structured organic reaction records. Task: describe an organic reaction: reactants, conditions, products, and yield The reactants are N[C@@H](CC1=CC=CC=C1)C(=O)O (L-Phenylalanine), [H][H] (hydrogen), [N+](=O)([O-])C1=CC=C(C[C@H](N)C(=O)O)C=C1 (4-nitro-L-phenylalanine), [N+](=O)([O-])C1=CC=C(C[C@H](N)C(=O)O)C=C1 (4-nitro-L-phenylalanine). Reagents/catalysts: [Pd] (palladium/carbon). The solvent is [Na] (sodium). Reaction conditions: temperature 5 celsius. The product is NC1=CC=C(C[C@H](N)C(=O)O)C=C1 (4-amino-L-phenylalanine). RXN SMILES: N[C@H](C(O)=O)CC1C=CC=CC=1.[N+:13]([C:16]1[CH:27]=[CH:26][C:19]([CH2:20][C@@H:21]([C:23]([OH:25])=[O:24])[NH2:22])=[CH:18][CH:17]=1)([O-])=O.[H][H]>[Na].[Pd]>[NH2:13][C:16]1[CH:17]=[CH:18][C:19]([CH2:20][C@@H:21]([C:23]([OH:25])=[O:24])[NH2:22])=[CH:26][CH:27]=1 |^1:29|. Procedure details: L-Phenylalanine was converted to 4-nitro-L-phenylalanine by a conventional nitration process known in the art. Thereafter, about 100 g of 4-nitro-L-phenylalanine was dissolved in about 600 mL of about 3.5% methanolic sodium hydroxyide solution and hydrogenated by hydrogen gas at a pressure of about 45 psi in the presence of a 5% palladium/carbon catalyst with the pH of the solution being about 11. The temperature of the reaction mixture was maintained from about 20° C. to about 40° C. The reacti... Starting materials: CC1(C)OCc2cc(C3CN(CCCCCCOCCO[Si](C)(C)C(C)(C)C)C(=O)O3)ccc2O1, C1CCOC1, CCCC[N+](CCCC)(CCCC)CCCC, [F-]. RXN SMILES: [C:1]([Si:2]([CH3:3])([CH3:4])[O:6][CH2:7][CH2:8][O:9][CH2:10][CH2:11][CH2:12][CH2:13][CH2:14][CH2:15][N:16]1[C:17](=[O:33])[O:18][CH:19]([c:21]2[cH:22][c:23]3[c:24]([cH:31][cH:32]2)[O:25][C:26]([CH3:29])([CH3:30])[O:27][CH2:28]3)[CH2:20]1)([CH3:5])([CH3:34])[CH3:35].[CH2:54]1[O:55][CH2:56][CH2:57][CH2:58]1.[CH3:37][CH2:38][CH2:39][CH2:40][N+:41]([CH2:42][CH2:43][CH2:44][CH3:45])([CH2:46][CH2:47][CH2:48][CH3:49])[CH2:50][CH2:51][CH2:52][CH3:53].[F-:36]>>[OH:6][CH2:7][CH2:8][O:9][CH2:10][CH2:11][CH2:12][CH2:13][CH2:14][CH2:15][N:16]1[C:17](=[O:33])[O:18][CH:19]([c:21]2[cH:22][c:23]3[c:24]([cH:31][cH:32]2)[O:25][C:26]([CH3:29])([CH3:30])[O:27][CH2:28]3)[CH2:20]1. Yields the product CC1(C)OCc2cc(C3CN(CCCCCCOCCO)C(=O)O3)ccc2O1. Reactants: Cc1ccccc1, Cc1ccc(C(=O)O)c(Cl)c1Cl, O=S(Cl)Cl. Product: Cc1ccc(C(=O)Cl)c(Cl)c1Cl. RXN SMILES: [CH3:17][c:18]1[cH:19][cH:20][cH:21][cH:22][cH:23]1.[Cl:1][c:2]1[c:3]([C:4](=[O:5])[OH:6])[cH:7][cH:8][c:9]([CH3:12])[c:10]1[Cl:11].[S:13]([Cl:14])([Cl:15])=[O:16]>>[Cl:1][c:2]1[c:3]([C:4](=[O:5])[Cl:15])[cH:7][cH:8][c:9]([CH3:12])[c:10]1[Cl:11]. Starting materials: ClC1=NC=CC2=CC(=CC=C12)O (1-chloro-isoquinolin-6-ol), ClCCN(C)C ((2-Chloro-ethyl)-dimethyl-amine), C([O-])([O-])=O.[Cs+].[Cs+] (cesium carbonate). Run in C(C)#N (acetonitrile). Run at temperature 65 celsius, time 8 hour. Product: ClC1=NC=CC2=CC(=CC=C12)OCCN(C)C ([2-(1-chloro-isoquinolin-6-yloxy)-ethyl]-dimethyl-amine). Yield: 120.6%. Reaction SMILES: [Cl:1][C:2]1[C:11]2[C:6](=[CH:7][C:8]([OH:12])=[CH:9][CH:10]=2)[CH:5]=[CH:4][N:3]=1.Cl[CH2:14][CH2:15][N:16]([CH3:18])[CH3:17].C(=O)([O-])[O-].[Cs+].[Cs+]>C(#N)C>[Cl:1][C:2]1[C:11]2[C:6](=[CH:7][C:8]([O:12][CH2:14][CH2:15][N:16]([CH3:18])[CH3:17])=[CH:9][CH:10]=2)[CH:5]=[CH:4][N:3]=1 |f:2.3.4|. Procedure details: To a solution of 1-chloro-isoquinolin-6-ol (300 mg, 1.67 mmol) in acetonitrile (16 ml) was added (2-Chloro-ethyl)-dimethyl-amine (289 mg, 2.0 mmol) and cesium carbonate (1.2 g, 3.67 mmol). The reaction was stirred at 65° C. overnight. The solvent was removed and the residue dissolved in ethyl acetate. The organic solution was washed with saturated sodium bicarbonate, dried over magnesium sulfate and concentrated. The crude product was purified using reverse phase HPLC to afford 505 mg (83%) of [... Starting materials: CC(C)(C)[Si](C)(C)OCCn1ccc(N)n1, ClCCl, O=C(Cl)C(=O)Cl, O=C1CCC(CC(C(=O)O)c2cccc(C(F)(F)F)c2)C1, Cc1cccc(C)n1. The product is CC(C)(C)[Si](C)(C)OCCn1ccc(NC(=O)C(CC2CCC(=O)C2)c2cccc(C(F)(F)F)c2)n1. RXN SMILES: [C:28]([CH3:29])([CH3:30])([CH3:31])[Si:32]([O:33][CH2:34][CH2:35][n:36]1[n:37][c:38]([NH2:41])[cH:39][cH:40]1)([CH3:42])[CH3:43].[CH2:52]([Cl:53])[Cl:54].[Cl:22][C:23]([C:24]([Cl:25])=[O:26])=[O:27].[O:1]=[C:2]1[CH2:3][CH:4]([CH2:7][CH:8]([C:9](=[O:10])[OH:11])[c:12]2[cH:13][c:14]([C:18]([F:19])([F:20])[F:21])[cH:15][cH:16][cH:17]2)[CH2:5][CH2:6]1.[n:44]1[c:45]([CH3:46])[cH:47][cH:48][cH:49][c:50]1[CH3:51]>>[O:1]=[C:2]1[CH2:3][CH:4]([CH2:7][CH:8]([C:9](=[O:11])[NH:41][c:38]2[n:37][n:36]([CH2:35][CH2:34][O:33][Si:32]([C:28]([CH3:29])([CH3:30])[CH3:31])([CH3:42])[CH3:43])[cH:40][cH:39]2)[c:12]2[cH:13][c:14]([C:18]([F:19])([F:20])[F:21])[cH:15][cH:16][cH:17]2)[CH2:5][CH2:6]1. Run at time 6 hour. Solvent: C(Cl)(Cl)Cl (chloroform). The yield is 57.9%. Product: [Si](C)(C)(C(C)(C)C)OCCCOC=1C=CC(=C(C1)C(C=C)=O)[N+](=O)[O-] (1-{5'-[3"-(t-butyidimethylsilyloxy)propyloxy]-2'-nitrophenyl}-2-propen-1-one). Reagents/catalysts: [O-2].[O-2].[Mn+4] (manganese dioxide). Procedure: 1-{5'-[3"-(t-Butyldimethylsilyloxy)propyloxy]-2'-nitrophenyl}-2-propen-1-ol (4.98 g) is dissolved in chloroform (140 ml), and thereto is added active manganese dioxide (36 g), and the mixture is heated with stirring for six hours. The insoluble materials are removed by filtration, and the filtrate is concentrated, and the residue is purified by silica gel column chromatography to give 1-{5'-[3"-(t-butyidimethylsilyloxy)propyloxy]-2'-nitrophenyl}-2-propen-1-one (2.87 g). Reaction SMILES: [Si:1]([O:8][CH2:9][CH2:10][CH2:11][O:12][C:13]1[CH:14]=[CH:15][C:16]([N+:23]([O-:25])=[O:24])=[C:17]([CH:19]([OH:22])[CH:20]=[CH2:21])[CH:18]=1)([C:4]([CH3:7])([CH3:6])[CH3:5])([CH3:3])[CH3:2]>C(Cl)(Cl)Cl.[O-2].[O-2].[Mn+4]>[Si:1]([O:8][CH2:9][CH2:10][CH2:11][O:12][C:13]1[CH:14]=[CH:15][C:16]([N+:23]([O-:25])=[O:24])=[C:17]([C:19](=[O:22])[CH:20]=[CH2:21])[CH:18]=1)([C:4]([CH3:7])([CH3:5])[CH3:6])([CH3:3])[CH3:2] |f:2.3.4|. Reactants: [Si](C)(C)(C(C)(C)C)OCCCOC=1C=CC(=C(C1)C(C=C)O)[N+](=O)[O-] (1-{5'-[3"-(t-Butyldimethylsilyloxy)propyloxy]-2'-nitrophenyl}-2-propen-1-ol). Reactants: C(C)C1=C(C2=C(S1)C=CC=C2)C(C)=O (2-ethyl-3-acetyl-benzo[b]thiophene), S([O-])(O)=O.[Na+] (sodium bisulphite), [OH-].[Na+] (sodium hydroxide), BrBr (bromine). The solvent is O1CCOCC1 (dioxan), O (water), O1CCOCC1 (dioxan). Run at temperature 0 celsius. Product: C(C)C1=C(C2=C(S1)C=CC=C2)C(=O)O (2-ethyl-3-carboxy-benzo[b]thiophene). Yield: 92.0%. RXN SMILES: [OH-].[Na+].BrBr.[CH2:5]([C:7]1[S:11][C:10]2[CH:12]=[CH:13][CH:14]=[CH:15][C:9]=2[C:8]=1[C:16](=[O:18])C)[CH3:6].S(=O)(O)[O-:20].[Na+]>O1CCOCC1.O>[CH2:5]([C:7]1[S:11][C:10]2[CH:12]=[CH:13][CH:14]=[CH:15][C:9]=2[C:8]=1[C:16]([OH:18])=[O:20])[CH3:6] |f:0.1,4.5|. Reported procedure: Into a one-litre flask equipped with a mechanical stirrer and a dropping-funnel were introduced 39 g (0.97 mol) of sodium hydroxide with 270 ml of water. The solution was cooled to 0° C by means of an ice-bath and 20 ml (0.333 mol) of bromine were then added through the dropping-funnel followed by 190 ml of dioxan, care being taken to maintain the temperature at 0° C. Finally, still at the same temperature, a solution of 22.6 g (0.111 mol) of 2-ethyl-3-acetyl-benzo[b]thiophene in 25 ml of dioxan... The solvent is ClCCl (dichloromethane), ClCCl (dichloromethane). Reported procedure: m-Chloroperbenzoic acid (1.4 g, 75%) was added in portions to a stirred solution of 5-bromo-6-methoxyisoquinoline (12 g, 5.04 mmol) in dichloromethane (12 ml). The mixture was stirred for 1 h then further dichloromethane (10 ml) added and the mixture stirred for an additional 2 h. Methanol (12 ml) was added and the mixture concentrated in vacuo to ˜9 ml, then 1M hydrochloric acid in diethyl ether (10 ml) was added. The mixture was diluted with ether and filtered, the precipitated solid was washe... Reaction SMILES: [Cl:1]C1C=CC=C(C(OO)=[O:9])C=1.[Br:12][C:13]1[C:22]([O:23][CH3:24])=[CH:21][CH:20]=[C:19]2[C:14]=1[CH:15]=[CH:16][N:17]=[CH:18]2.CO>ClCCl>[ClH:1].[Br:12][C:13]1[C:22]([O:23][CH3:24])=[CH:21][CH:20]=[C:19]2[C:14]=1[CH:15]=[CH:16][N+:17]([O-:9])=[CH:18]2 |f:4.5|. Yield: 83.3%. Starting materials: ClC1=CC(=CC=C1)C(=O)OO (m-Chloroperbenzoic acid), BrC1=C2C=CN=CC2=CC=C1OC (5-bromo-6-methoxyisoquinoline), CO (Methanol). Product: Cl.BrC1=C2C=C[N+](=CC2=CC=C1OC)[O-] (5-bromo-6-methoxyisoquinoline-N-oxide hydrochloride). Run at time 1 hour.